From a dataset of the Open Reaction Database (ORD), a public repository of structured organic reaction records. describe an organic reaction: reactants, conditions, products, and yield Reactants: CCOC(=O)C(=O)c1cn(Cc2ccccc2)c2cc(-c3ccc(OC(F)(F)F)cc3)ccc12, C1CCOC1, Cl, [K+], [OH-], O. Product: O=C(O)C(=O)c1cn(Cc2ccccc2)c2cc(-c3ccc(OC(F)(F)F)cc3)ccc12. RXN SMILES: [CH2:1]([c:2]1[cH:3][cH:4][cH:5][cH:6][cH:7]1)[n:8]1[cH:9][c:10]([C:28]([C:29](=[O:30])[O:31][CH2:32][CH3:33])=[O:34])[c:11]2[cH:12][cH:13][c:14](-[c:17]3[cH:18][cH:19][c:20]([O:23][C:24]([F:25])([F:26])[F:27])[cH:21][cH:22]3)[cH:15][c:16]12.[CH2:38]1[O:39][CH2:40][CH2:41][CH2:42]1.[ClH:37].[K+:36].[OH-:35].[OH2:43]>>[CH2:1]([c:2]1[cH:3][cH:4][cH:5][cH:6][cH:7]1)[n:8]1[cH:9][c:10]([C:28]([C:29](=[O:30])[OH:31])=[O:34])[c:11]2[cH:12][cH:13][c:14](-[c:17]3[cH:18][cH:19][c:20]([O:23][C:24]([F:25])([F:26])[F:27])[cH:21][cH:22]3)[cH:15][c:16]12. Reactants: O=C(NC1CCCN2c3cc(Br)c(F)cc3Oc3cc(F)ccc3C12)C(F)(F)F, CN1CCCC1=O, CCOC(C)=O, N#C[Cu], [Cu]I, O. Product: N#Cc1cc2c(cc1F)Oc1cc(F)ccc1C1C(NC(=O)C(F)(F)F)CCCN21. Reaction SMILES: [Br:1][c:2]1[cH:3][c:4]2[c:5]([cH:27][c:28]1[F:29])[O:6][c:7]1[c:8]([cH:22][cH:23][c:24]([F:26])[cH:25]1)[CH:9]1[N:10]2[CH2:11][CH2:12][CH2:13][CH:14]1[NH:15][C:16]([C:17]([F:18])([F:19])[F:20])=[O:21].[CH3:33][N:34]1[CH2:35][CH2:36][CH2:37][C:38]1=[O:39].[CH3:41][CH2:42][O:43][C:44](=[O:45])[CH3:46].[Cu:30][C:31]#[N:32].[Cu:47][I:48].[OH2:40]>>[c:2]1([C:31]#[N:32])[cH:3][c:4]2[c:5]([cH:27][c:28]1[F:29])[O:6][c:7]1[c:8]([cH:22][cH:23][c:24]([F:26])[cH:25]1)[CH:9]1[N:10]2[CH2:11][CH2:12][CH2:13][CH:14]1[NH:15][C:16]([C:17]([F:18])([F:19])[F:20])=[O:21]. Reactants: BrC=1C=C(C=CC1F)/C=C/C#N ((E)-3-(3-bromo-4-fluorophenyl)acrylonitrile), [BH4-].[Na+] (sodium tetrahydroborate), O (Water). Solvent: C(C)O (ethanol). Run at temperature 70 celsius, time 4 hour. Product: BrC=1C=C(C=CC1F)CCC#N (3-(3-Bromo-4-fluorophenyl)propanenitrile). Isolated yield 81.2%. Reaction SMILES: [Br:1][C:2]1[CH:3]=[C:4](/[CH:9]=[CH:10]/[C:11]#[N:12])[CH:5]=[CH:6][C:7]=1[F:8].[BH4-].[Na+].O>C(O)C>[Br:1][C:2]1[CH:3]=[C:4]([CH2:9][CH2:10][C:11]#[N:12])[CH:5]=[CH:6][C:7]=1[F:8] |f:1.2|. Procedure details: To a solution of (E)-3-(3-bromo-4-fluorophenyl)acrylonitrile (35.0 g, 108 mmol) in ethanol (20 mL) at 0° C. was added sodium tetrahydroborate (16.40 g, 434 mmol). The reaction mixture was allowed to warm to 70° C. and stirred for 4 h. Water was added to quench the reaction, and the organic layer was separated. The water layer was extracted with DCM twice, and the combined organic phase was dried and concentrated. The residue was purified by chromatography to afford the title compound as an oil (... Starting materials: [H-].[Al+3].[Li+].[H-].[H-].[H-] (lithium aluminium hydride), F[C@@H](C(=O)OCC)CCCCCC (Ethyl (R)-(+)-2-fluorooctanoate), O (water). The solvent is C1CCOC1 (THF). Reaction conditions: time 16 hour. The product is F[C@@H](CO)CCCCCC ((R)-(+)-2-Fluorooctanol). Reaction SMILES: [F:1][C@H:2]([CH2:8][CH2:9][CH2:10][CH2:11][CH2:12][CH3:13])[C:3](OCC)=[O:4].[H-].[Al+3].[Li+].[H-].[H-].[H-].O>C1COCC1>[F:1][C@H:2]([CH2:8][CH2:9][CH2:10][CH2:11][CH2:12][CH3:13])[CH2:3][OH:4] |f:1.2.3.4.5.6|. Reported procedure: --Ethyl (R)-(+)-2-fluorooctanoate 69 (20.0 g, 105 mol) in dry THF (30 ml) was added dropwise with stirring to a suspension of lithium aluminium hydride (6 g, 0.158 mol) under nitrogen and with water bath cooling. After the final addition the water bath was removed and the mixture was stirred for 16 h. Aqueous THF (50 ml, 1:3) was added dropwise with iced water-bath cooling followed by 20% hydrochloric acid until a clear solution was effected. The mixture was extracted with ether (3 times) and th...